describe an organic reaction: reactants, conditions, products, and yield From a dataset of the Open Reaction Database (ORD), a public repository of structured organic reaction records. Reactants: COC1=C(C=CC(=N1)C(=O)NNC(=O)OCC1=CC=CC=C1)N1C=NC(=C1)C (benzyl 2-{[6-methoxy-5-(4-methyl-1H-imidazol-1-yl)pyridin-2-yl]carbonyl}hydrazinecarboxylate). The reagents and catalysts are [C].[Pd] (palladium-carbon). The solvent is CO (methanol), C1CCOC1 (THF). Conditions: time 6 hour. Yields the product COC1=C(C=CC(=N1)C(=O)NN)N1C=NC(=C1)C (6-methoxy-5-(4-methyl-1H-imidazol-1-yl)pyridine-2-carbohydrazide). The yield is 41.2%. Reaction SMILES: [CH3:1][O:2][C:3]1[N:8]=[C:7]([C:9]([NH:11][NH:12]C(OCC2C=CC=CC=2)=O)=[O:10])[CH:6]=[CH:5][C:4]=1[N:23]1[CH:27]=[C:26]([CH3:28])[N:25]=[CH:24]1>CO.C1COCC1.[C].[Pd]>[CH3:1][O:2][C:3]1[N:8]=[C:7]([C:9]([NH:11][NH2:12])=[O:10])[CH:6]=[CH:5][C:4]=1[N:23]1[CH:27]=[C:26]([CH3:28])[N:25]=[CH:24]1 |f:3.4|. Reported procedure: Under a nitrogen atmosphere, to a mixture of benzyl 2-{[6-methoxy-5-(4-methyl-1H-imidazol-1-yl)pyridin-2-yl]carbonyl}hydrazinecarboxylate (14.6 g) in methanol (150 mL) and THF (100 mL) was added 5% palladium-carbon (1.5 g) at room temperature, and the mixture was stirred at room temperature for 6 hr under a hydrogen atmosphere. Under a nitrogen atmosphere, the catalyst was filtered off, and the solvent in the filtrate was evaporated under reduced pressure. To a mixture of the residue in ethanol ... Starting materials: CCCCCCCCCCCC(=O)[O-], CCCCCCCCCCCC(=O)[O-], CCCC[Sn+2]CCCC, O=C=Nc1ccc(Cl)cc1, O=C(O)C(O)c1ccccc1Cl, ClCCl. Product: O=C(Nc1ccc(Cl)cc1)OC(C(=O)O)c1ccccc1Cl. RXN SMILES: [C:23]([O-:24])(=[O:25])[CH2:26][CH2:27][CH2:28][CH2:29][CH2:30][CH2:31][CH2:32][CH2:33][CH2:34][CH2:35][CH3:36].[C:37]([O-:38])(=[O:39])[CH2:40][CH2:41][CH2:42][CH2:43][CH2:44][CH2:45][CH2:46][CH2:47][CH2:48][CH2:49][CH3:50].[CH2:51]([Sn+2:52][CH2:53][CH2:54][CH2:55][CH3:56])[CH2:57][CH2:58][CH3:59].[Cl:13][c:14]1[cH:15][cH:16][c:17]([N:20]=[C:21]=[O:22])[cH:18][cH:19]1.[Cl:1][c:2]1[c:3]([CH:8]([C:9](=[O:10])[OH:11])[OH:12])[cH:4][cH:5][cH:6][cH:7]1.[Cl:60][CH2:61][Cl:62]>>[Cl:1][c:2]1[c:3]([CH:8]([C:9](=[O:10])[OH:11])[O:12][C:21]([NH:20][c:17]2[cH:16][cH:15][c:14]([Cl:13])[cH:19][cH:18]2)=[O:22])[cH:4][cH:5][cH:6][cH:7]1. Starting materials: CC(C)=CCCC(C)=CCCC(C)=CCBr, CC(C)OP(=O)(CP(=O)(OC(C)C)OC(C)C)OC(C)C, COCCOC, [H-], [Na+], O. Yields the product CC(C)=CCCC(C)=CCCC(C)=CCC(P(=O)(OC(C)C)OC(C)C)P(=O)(OC(C)C)OC(C)C. Reaction SMILES: [CH2:24]([CH:25]=[C:26]([CH3:27])[CH2:28][CH2:29][CH:30]=[C:31]([CH3:32])[CH2:33][CH2:34][CH:35]=[C:36]([CH3:37])[CH3:38])[Br:39].[CH2:3]([P:4]([O:5][CH:6]([CH3:7])[CH3:8])([O:9][CH:10]([CH3:11])[CH3:12])=[O:13])[P:14]([O:15][CH:16]([CH3:17])[CH3:18])([O:19][CH:20]([CH3:21])[CH3:22])=[O:23].[CH2:41]([CH2:42][O:43][CH3:44])[O:45][CH3:46].[H-:1].[Na+:2].[OH2:40]>>[CH:3]([P:4]([O:5][CH:6]([CH3:7])[CH3:8])([O:9][CH:10]([CH3:11])[CH3:12])=[O:13])([P:14]([O:15][CH:16]([CH3:17])[CH3:18])([O:19][CH:20]([CH3:21])[CH3:22])=[O:23])[CH2:24][CH:25]=[C:26]([CH3:27])[CH2:28][CH2:29][CH:30]=[C:31]([CH3:32])[CH2:33][CH2:34][CH:35]=[C:36]([CH3:37])[CH3:38].